From a dataset of the Open Reaction Database (ORD), a public repository of structured organic reaction records. describe an organic reaction: reactants, conditions, products, and yield Starting materials: C(C)(C)(C)OC(=O)[C@@H]1C([C@@H](C1)C(=O)O[C@@H]1C([C@@H]2CC[C@]3([C@@]4(CC[C@@]5([C@@H]([C@H]4CC[C@@H]3[C@]2(CC1)C)[C@@H](CC5)C(=C)C)C(=O)O)C)C)(C)C)(C)C ((1R,3aS,5aR,5bR,7aR,9S,11aR,11bR,13aR,13bR)-9-((1R,3S)-3-(tert-butoxycarbonyl)-2,2-dimethylcyclobutanecarbonyloxy)-5a,5b,8,8,11a-pentamethyl-1-(prop-1-en-2-yl)icosahydro-1H-cyclopenta[a]chrysene-3a-carboxylic acid). The solvent is Cl (HCl), O1CCOCC1 (Dioxane), CCOC(=O)C (EtOAc). The product is C(=O)(O)[C@@H]1C([C@@H](C1)C(=O)O[C@@H]1C([C@@H]2CC[C@]3([C@@]4(CC[C@@]5([C@@H]([C@H]4CC[C@@H]3[C@]2(CC1)C)[C@@H](CC5)C(=C)C)C(=O)O)C)C)(C)C)(C)C ((1R,3aS,5aR,5bR,7aR,9S,11aR,11bR,13aR,13bR)-9-((1R,3S)-3-carboxy-2,2-dimethylcyclobutanecarbonyloxy)-5a,5b,8,8,11a-pentamethyl-1-(prop-1-en-2-yl)icosahydro-1H-cyclopenta[a]chrysene-3a-carboxylic acid). The yield is 59.0%. Reaction SMILES: C([O:5][C:6]([C@H:8]1[CH2:11][C@@H:10]([C:12]([O:14][C@H:15]2[CH2:32][CH2:31][C@@:30]3([CH3:33])[C@@H:17]([CH2:18][CH2:19][C@:20]4([CH3:44])[C@@H:29]3[CH2:28][CH2:27][C@H:26]3[C@@:21]4([CH3:43])[CH2:22][CH2:23][C@@:24]4([C:40]([OH:42])=[O:41])[CH2:36][CH2:35][C@@H:34]([C:37]([CH3:39])=[CH2:38])[C@@H:25]43)[C:16]2([CH3:46])[CH3:45])=[O:13])[C:9]1([CH3:48])[CH3:47])=[O:7])(C)(C)C>Cl.O1CCOCC1.CCOC(C)=O>[C:6]([C@H:8]1[CH2:11][C@@H:10]([C:12]([O:14][C@H:15]2[CH2:32][CH2:31][C@@:30]3([CH3:33])[C@@H:17]([CH2:18][CH2:19][C@:20]4([CH3:44])[C@@H:29]3[CH2:28][CH2:27][C@H:26]3[C@@:21]4([CH3:43])[CH2:22][CH2:23][C@@:24]4([C:40]([OH:42])=[O:41])[CH2:36][CH2:35][C@@H:34]([C:37]([CH3:39])=[CH2:38])[C@@H:25]43)[C:16]2([CH3:46])[CH3:45])=[O:13])[C:9]1([CH3:48])[CH3:47])([OH:7])=[O:5]. Reported procedure: To a stirred solution of (1R,3aS,5aR,5bR,7aR,9S,11aR,11bR,13aR,13bR)-9-((1R,3S)-3-(tert-butoxycarbonyl)-2,2-dimethylcyclobutanecarbonyloxy)-5a,5b,8,8,11a-pentamethyl-1-(prop-1-en-2-yl)icosahydro-1H-cyclopenta[a]chrysene-3a-carboxylic acid (Example 3, about 0.160 g, 0.239 mmol) in 2M HCl in Dioxane (10 ml) was stirred at room temperature for about 12 hours. After completion of the reaction (monitored by TLC), the reaction mixture was diluted with EtOAc and washed with water, the organic layer dri... Reactants: COC(=O)c1c(O)c2ncccc2n(CCS(=O)(=O)N(C)C)c1=O, CCO, NCc1ccc(F)cc1. Yields the product CN(C)S(=O)(=O)CCn1c(=O)c(C(=O)NCc2ccc(F)cc2)c(O)c2ncccc21. RXN SMILES: [CH3:1][N:2]([S:3](=[O:4])(=[O:5])[CH2:6][CH2:7][n:8]1[c:9](=[O:23])[c:10]([C:19]([O:21][CH3:20])=[O:22])[c:11]([OH:18])[c:12]2[n:13][cH:14][cH:15][cH:16][c:17]12)[CH3:24].[CH3:34][CH2:35][OH:36].[F:25][c:26]1[cH:27][cH:28][c:29]([CH2:30][NH2:31])[cH:32][cH:33]1>>[CH3:1][N:2]([S:3](=[O:4])(=[O:5])[CH2:6][CH2:7][n:8]1[c:9](=[O:23])[c:10]([C:19](=[O:21])[NH:31][CH2:30][c:29]2[cH:28][cH:27][c:26]([F:25])[cH:33][cH:32]2)[c:11]([OH:18])[c:12]2[n:13][cH:14][cH:15][cH:16][c:17]12)[CH3:24]. The reactants are FC1=CC=C(C=C1)O (4-fluorophenol), ClCCCC(=O)OCC (ethyl 4-chlorobutyrate), C(C)[O-].[Na+] (sodium ethanolate). Solvent: C(C)O (ethanol). Yields the product C(C)OC(CCCOC1=CC=C(C=C1)F)=O (4-(4-fluoro-phenoxy)-butyric acid ethyl ester). RXN SMILES: C([O-])C.[Na+].[F:5][C:6]1[CH:11]=[CH:10][C:9]([OH:12])=[CH:8][CH:7]=1.Cl[CH2:14][CH2:15][CH2:16][C:17]([O:19][CH2:20][CH3:21])=[O:18]>C(O)C>[CH2:20]([O:19][C:17](=[O:18])[CH2:16][CH2:15][CH2:14][O:12][C:9]1[CH:10]=[CH:11][C:6]([F:5])=[CH:7][CH:8]=1)[CH3:21] |f:0.1|. Reported procedure: Under cooling (0° C.), sodium ethanolate (2.18 g, 32 mmol) was added to a mixture of 4-fluorophenol ([371-41-5], 3.00 g, 27 mmol), ethyl 4-chlorobutyrate ([3153-36-4], 4.84 g, 32 mmol) and ethanol (15 ml), and the reaction mixture was then refluxed overnight. The solvent was evaporated, the residue was taken up in ethyl ester and was washed with water. After drying (Na2SO4), the solvent was evaporated, and 4-(4-fluoro-phenoxy)-butyric acid ethyl ester was isolated from the residue by column chro... Starting materials: C([O-])([O-])=O.[K+].[K+] (Potassium carbonate), C(C)OCC (diethyl ether), C(C1=CC=CC=C1)OC1=NC=C(C=C1Br)Cl (2-(Benzyloxy)-3-bromo-5-chloropyridine), BrC1=C(C=CC=C1)B(O)O (2-bromophenylboronic acid). Reagents/catalysts: C=1C=CC(=CC1)[P](C=2C=CC=CC2)(C=3C=CC=CC3)[Pd]([P](C=4C=CC=CC4)(C=5C=CC=CC5)C=6C=CC=CC6)([P](C=7C=CC=CC7)(C=8C=CC=CC8)C=9C=CC=CC9)[P](C=1C=CC=CC1)(C=1C=CC=CC1)C=1C=CC=CC1 (tetrakis(triphenylphosphine)palladium(0)). The solvent is O (water), C1(=CC=CC=C1)C.C(C)O (toluene ethanol). Run at temperature 70 celsius. Product: BrC1=C(C=CC=C1)C=1C(=NC=C(C1)Cl)OCC1=CC=CC=C1 (3-(2-Bromophenyl)-5-chloro-2-(benzyloxy)pyridine). Isolated yield 42.7%. RXN SMILES: [CH2:1]([O:8][C:9]1[C:14](Br)=[CH:13][C:12]([Cl:16])=[CH:11][N:10]=1)[C:2]1[CH:7]=[CH:6][CH:5]=[CH:4][CH:3]=1.[Br:17][C:18]1[CH:23]=[CH:22][CH:21]=[CH:20][C:19]=1B(O)O.C(=O)([O-])[O-].[K+].[K+].C(OCC)C>C1(C)C=CC=CC=1.C(O)C.C1C=CC([P]([Pd]([P](C2C=CC=CC=2)(C2C=CC=CC=2)C2C=CC=CC=2)([P](C2C=CC=CC=2)(C2C=CC=CC=2)C2C=CC=CC=2)[P](C2C=CC=CC=2)(C2C=CC=CC=2)C2C=CC=CC=2)(C2C=CC=CC=2)C2C=CC=CC=2)=CC=1.O>[Br:17][C:18]1[CH:23]=[CH:22][CH:21]=[CH:20][C:19]=1[C:14]1[C:9]([O:8][CH2:1][C:2]2[CH:7]=[CH:6][CH:5]=[CH:4][CH:3]=2)=[N:10][CH:11]=[C:12]([Cl:16])[CH:13]=1 |f:2.3.4,6.7,^1:51,53,72,91|. Procedure: 2-(Benzyloxy)-3-bromo-5-chloropyridine (150 mg, 0.5 mmol) and 2-bromophenylboronic acid (100 mg, 0.5 mmol) were dissolved in toluene/ethanol (1:1, 5 ml) under nitrogen. Potassium carbonate (550 mg, 4 mmol) was added, followed by tetrakis(triphenylphosphine)palladium(0) (58 mg, 0.05 mmol). The resulting mixture was heated at 70° C. in a Smithcreator® microwave for 10 minutes. After cooling, diethyl ether(10 ml) and water (10 ml) were added, The organic layer was washed with water, dried (MgSO4) a... Reactants: CO, Cl, C=C(C)c1cncc(C(C)N=[N+]=[N-])c1. Product: C=C(C)c1cncc(C(C)N)c1. Reaction SMILES: [CH3:15][OH:16].[ClH:17].[N:1](=[N+:2]=[N-:3])[CH:4]([CH3:5])[c:6]1[cH:7][n:8][cH:9][c:10]([C:12](=[CH2:13])[CH3:14])[cH:11]1>>[NH2:1][CH:4]([CH3:5])[c:6]1[cH:7][n:8][cH:9][c:10]([C:12](=[CH2:13])[CH3:14])[cH:11]1. Starting materials: BrCc1ccccc1, O=C([O-])[O-], CC(C)=O, N#Cc1ccc(O)cc1F, [K+], [K+]. The product is N#Cc1ccc(OCc2ccccc2)cc1F. As a reaction SMILES: [Br:1][CH2:2][c:3]1[cH:4][cH:5][cH:6][cH:7][cH:8]1.[C:9](=[O:10])([O-:11])[O-:12].[CH3:25][C:26](=[O:27])[CH3:28].[F:15][c:16]1[c:17]([C:18]#[N:19])[cH:20][cH:21][c:22]([OH:24])[cH:23]1.[K+:13].[K+:14]>>[CH2:2]([c:3]1[cH:4][cH:5][cH:6][cH:7][cH:8]1)[O:24][c:22]1[cH:21][cH:20][c:17]([C:18]#[N:19])[c:16]([F:15])[cH:23]1. Starting materials: COC(=O)c1ccc(Sc2ccccc2)cc1NC(=O)c1ccccc1, CCOC(C)=O, CCO, Cl, [Na+], [OH-]. Yields the product O=C(Nc1cc(Sc2ccccc2)ccc1C(=O)O)c1ccccc1. Reaction SMILES: [C:6]([c:7]1[cH:8][cH:9][cH:10][cH:11][cH:12]1)(=[O:13])[NH:14][c:15]1[c:16]([C:17](=[O:18])[O:19][CH3:20])[cH:21][cH:22][c:23]([S:25][c:26]2[cH:27][cH:28][cH:29][cH:30][cH:31]2)[cH:24]1.[CH3:33][CH2:34][O:35][C:36](=[O:37])[CH3:38].[CH3:3][CH2:4][OH:5].[ClH:32].[Na+:2].[OH-:1]>>[C:6]([c:7]1[cH:8][cH:9][cH:10][cH:11][cH:12]1)(=[O:13])[NH:14][c:15]1[c:16]([C:17](=[O:18])[OH:19])[cH:21][cH:22][c:23]([S:25][c:26]2[cH:27][cH:28][cH:29][cH:30][cH:31]2)[cH:24]1. Starting materials: C1(CCCC1)C=1C=C(C=NC1OCC(F)(F)F)C(=O)O (5-cyclopentyl-6-(2,2,2-trifluoro-ethoxy)-3-pyridinecarboxylic acid), COC[C@H]1N(CCC1)N ((2S)-2-(methoxymethyl)-1-pyrrolidinamine). The product is C1(CCCC1)C=1C=C(C=NC1OCC(F)(F)F)C(=O)NN1[C@@H](CCC1)COC ((S)-5-cyclopentyl-N-(2-(methoxymethyl)pyrrolidin-1-yl)-6-(2,2,2-trifluoroethoxy)-3-pyridinecarboxamide). As a reaction SMILES: [CH:1]1([C:6]2[CH:7]=[C:8]([C:18]([OH:20])=O)[CH:9]=[N:10][C:11]=2[O:12][CH2:13][C:14]([F:17])([F:16])[F:15])[CH2:5][CH2:4][CH2:3][CH2:2]1.[CH3:21][O:22][CH2:23][C@@H:24]1[CH2:28][CH2:27][CH2:26][N:25]1[NH2:29]>>[CH:1]1([C:6]2[CH:7]=[C:8]([C:18]([NH:29][N:25]3[CH2:26][CH2:27][CH2:28][C@H:24]3[CH2:23][O:22][CH3:21])=[O:20])[CH:9]=[N:10][C:11]=2[O:12][CH2:13][C:14]([F:15])([F:16])[F:17])[CH2:2][CH2:3][CH2:4][CH2:5]1. Procedure details: The title compound was synthesized in analogy to Example 1 using 5-cyclopentyl-6-(2,2,2-trifluoro-ethoxy)-3-pyridinecarboxylic acid (example 14c) and (2S)-2-(methoxymethyl)-1-pyrrolidinamine (CAN 59983-39-0) as starting materials; MS (EI) 402.3 (M+H)+. The reactants are O=C([O-])[O-], CI, CN(C)C=O, CCOC(=O)c1c(O)c2cc(Cl)ccc2c(=O)n1C, [K+], [K+]. Yields the product CCOC(=O)c1c(OC)c2cc(Cl)ccc2c(=O)n1C. As a reaction SMILES: [C:22](=[O:23])([O-:24])[O-:25].[CH3:20][I:21].[CH3:28][N:29]([CH3:30])[CH:31]=[O:32].[Cl:1][c:2]1[cH:3][c:4]2[c:5]([OH:19])[c:6]([C:14](=[O:15])[O:16][CH2:17][CH3:18])[n:7]([CH3:13])[c:8](=[O:12])[c:9]2[cH:10][cH:11]1.[K+:26].[K+:27]>>[Cl:1][c:2]1[cH:3][c:4]2[c:5]([O:19][CH3:22])[c:6]([C:14](=[O:15])[O:16][CH2:17][CH3:18])[n:7]([CH3:13])[c:8](=[O:12])[c:9]2[cH:10][cH:11]1. Reactants: C(C1=CC=CC=C1)(=O)NC(=O)NC1CCCC=2SC=CC21 (1-benzoyl-3-(4,5,6,7-tetrahydrobenzo[b]thien-4-yl)urea), C(C1=CC=CC=C1)(=O)NC(=O)NC1CCCC2=CC=CC=C12 (1-benzoyl-3-(1,2,3,4-tetrahydro-1-naphthyl)urea). Product: S1C2=C(C=C1)C(CCC2)NC(=O)N (4,5,6,7-tetrahydrobenzo[b]thien-4-ylurea), C1(CCCC2=CC=CC=C12)NC(=O)N (1,2,3,4-tetrahydro-1-naphthylurea). As a reaction SMILES: C([NH:9][C:10]([NH:12][CH:13]1[C:21]2[CH:20]=[CH:19][S:18][C:17]=2[CH2:16][CH2:15][CH2:14]1)=[O:11])(=O)C1C=CC=CC=1.C([NH:30][C:31]([NH:33][CH:34]1[C:43]2[C:38](=[CH:39][CH:40]=[CH:41][CH:42]=2)[CH2:37][CH2:36][CH2:35]1)=[O:32])(=O)C1C=CC=CC=1>>[S:18]1[CH:19]=[CH:20][C:21]2[CH:13]([NH:12][C:10]([NH2:9])=[O:11])[CH2:14][CH2:15][CH2:16][C:17]1=2.[CH:34]1([NH:33][C:31]([NH2:30])=[O:32])[C:43]2[C:38](=[CH:39][CH:40]=[CH:41][CH:42]=2)[CH2:37][CH2:36][CH2:35]1. Reported procedure: In the manner described in Example 60, 1-benzoyl-3-(4,5,6,7-tetrahydrobenzo[b]thien-4-yl)urea and 1-benzoyl-3-(1,2,3,4-tetrahydro-1-naphthyl)urea are hydrolyzed to afford 4,5,6,7-tetrahydrobenzo[b]thien-4-ylurea, m.p. 204.5° C. to 208.5° C., and 1,2,3,4-tetrahydro-1-naphthylurea, m.p. 212° C. to 214° C.